Dataset: the Open Reaction Database (ORD), a public repository of structured organic reaction records. Task: describe an organic reaction: reactants, conditions, products, and yield Reactants: CC=CC(CCCC)=O (oct-2-en-4-one), C1=CC=CC1 (cyclopentadiene), Cl(=O)(=O)(=O)O (perchloric acid), C(C1=CC=CC=C1)[C@H]1C(N([C@H](N1)C=1OC(=CC1)C)C)=O ((2S, 5S)-5-benzyl-3-methyl-2-(5-methyl-furan-2-yl)-imidazolidin-4-one). Product: C[C@@H]1[C@H]([C@H]2C=C[C@H]1C2)C(CCCC)=O (1-[(1R, 2R, 3S, 4R)-3-Methylbicyclo[2.2.1]hept-5-en-2-yl]-pentan-1-one). The yield is 83.0%. As a reaction SMILES: [CH3:1][CH:2]=[CH:3][C:4](=[O:9])[CH2:5][CH2:6][CH2:7][CH3:8].[CH:10]1[CH2:14][CH:13]=[CH:12][CH:11]=1.Cl(O)(=O)(=O)=O.C([C@@H]1N[C@H](C2OC(C)=CC=2)N(C)C1=O)C1C=CC=CC=1>>[CH3:1][C@H:2]1[C@@H:12]2[CH2:13][C@H:14]([CH:10]=[CH:11]2)[C@@H:3]1[C:4](=[O:9])[CH2:5][CH2:6][CH2:7][CH3:8]. Procedure details: Prepared according to general procedure A from oct-2-en-4-one (89 μL, 0.60 mmol), cyclopentadiene (74 μL, 0.90 mmol), 70% aqueous perchloric acid (10.3 μL, 0.12 mmol) and (2S, 5S)-5-benzyl-3-methyl-2-(5-methyl-furan-2-yl)-imidazolidin-4-one (32.4 mg, 0.12 mmol) neat for 34 hours at 0° C. Purification by silica gel chromatography (19:1 hexanes:ethyl acetate) provided the title compound as a colorless oil in 83% yield (95.7 mg, 0.50 mmol); 22:1 endo:exo, endo 92% ee. IR (film) 3061, 2958, 2871, 17... The reactants are C(C)(=O)OCC (Ethyl acetate), Cl (HCl), resultant mixture, solid, C[Si]([O-])(C)C.[K+] (potassium trimethylsilanolate), ClC=1C=C2C(=C(NC2=CC1)C(=S)OCC)C1=CC=CC=C1 (ethyl 5-chloro-3-phenylthioindole-2-carboxylate). Solvent: O1CCCC1 (tetrahydrofuran). Product: ClC=1C=C2C(=C(NC2=CC1)C(=S)O)C1=CC=CC=C1 (5-Chloro-3-phenylthioindole-2-carboxylic acid). Reaction SMILES: [Cl:1][C:2]1[CH:3]=[C:4]2[C:8](=[CH:9][CH:10]=1)[NH:7][C:6]([C:11]([O:13]CC)=[S:12])=[C:5]2[C:16]1[CH:21]=[CH:20][CH:19]=[CH:18][CH:17]=1.C[Si](C)(C)[O-].[K+].C(OCC)(=O)C.Cl>O1CCCC1>[Cl:1][C:2]1[CH:3]=[C:4]2[C:8](=[CH:9][CH:10]=1)[NH:7][C:6]([C:11]([OH:13])=[S:12])=[C:5]2[C:16]1[CH:17]=[CH:18][CH:19]=[CH:20][CH:21]=1 |f:1.2|. Reported procedure: To 57 mg of ethyl 5-chloro-3-phenylthioindole-2-carboxylate from Preparation 5 in 1.7 mL of dry tetrahydrofuran, under argon, was added 48 mg of solid potassium trimethylsilanolate. The resultant mixture was stirred at room temperature for 20 h. Ethyl acetate and 1 N HCl were then added. The organic layer was washed with brine (2×) and dried over MgSO4. Filtration and concentration gave a yellow gum which was triturated with ether-hexane to give the title compound. 1H NMR (250 MHz, CDCl3) δ 7.09... The reactants are Cc1ccccc1, NC(=O)c1sc2ccc(F)cc2c1O, O, O, O=CC(c1ccccc1)c1ccccc1, Cc1ccc(S(=O)(=O)O)cc1. Product: O=C(NC=C(c1ccccc1)c1ccccc1)c1sc2ccc(F)cc2c1O. As a reaction SMILES: [CH3:43][c:44]1[cH:45][cH:46][cH:47][cH:48][cH:49]1.[F:1][c:2]1[cH:3][c:4]2[c:5]([s:6][c:7]([C:10](=[O:11])[NH2:12])[c:8]2[OH:9])[cH:13][cH:14]1.[OH2:30].[OH2:42].[c:15]1([CH:21]([CH:22]=[O:23])[c:24]2[cH:25][cH:26][cH:27][cH:28][cH:29]2)[cH:16][cH:17][cH:18][cH:19][cH:20]1.[c:31]1([CH3:32])[cH:33][cH:34][c:35]([S:36]([OH:37])(=[O:38])=[O:39])[cH:40][cH:41]1>>[F:1][c:2]1[cH:3][c:4]2[c:5]([s:6][c:7]([C:10](=[O:11])[NH:12][CH:22]=[C:21]([c:15]3[cH:16][cH:17][cH:18][cH:19][cH:20]3)[c:24]3[cH:25][cH:26][cH:27][cH:28][cH:29]3)[c:8]2[OH:9])[cH:13][cH:14]1. Starting materials: C1(=CC=CC=C1)C(C)C(C(=O)OCC)C(=O)[O-] (ethyl (1-phenylethyl)malonate), [OH-].[Na+] (sodium hydroxide). The solvent is CC(=O)C.O (acetone water). Yields the product C(C)OC(=O)C(C(=O)O)C(C)C1=CC=CC=C1 (2-ethoxycarbonyl-3-phenylbutanoic acid). Isolated yield 65.0%. As a reaction SMILES: [C:1]1([CH:7]([CH:9]([C:15]([O-:17])=[O:16])[C:10]([O:12][CH2:13][CH3:14])=[O:11])[CH3:8])[CH:6]=[CH:5][CH:4]=[CH:3][CH:2]=1.[OH-].[Na+]>CC(C)=O.O>[CH2:13]([O:12][C:10]([CH:9]([CH:7]([C:1]1[CH:2]=[CH:3][CH:4]=[CH:5][CH:6]=1)[CH3:8])[C:15]([OH:17])=[O:16])=[O:11])[CH3:14] |f:1.2,3.4|. Reported procedure: The ethyl (1-phenylethyl)malonate is stirred overnight with sodium hydroxide (1.3 eq) in an acetone/water (3:1 by volume) mixture. After concentrating to dryness, the residue is taken up with water (40 mL) and the mixture is then extracted three times with ethyl acetate (25 mL). The organic phase is washed, dried, filtered and concentrated to dryness to yield 3.5 g of 2-ethoxycarbonyl-3-phenylbutanoic acid in a 65% yield in the form of an oil, having the following characteristics: Rf =0.50 [meth... Reactants: Cl (hydrogen chloride), O1C(CCCC1)OCCC1(CNCCC1)C1=CC(=C(C=C1)Cl)Cl (3-(2-tetrahydropyranyloxyethyl)-3-(3,4-dichlorophenyl)piperidine). The solvent is CCOCC (ether), CO (methanol), C(C)(C)OC(C)C.CCOCC (isopropyl ether ether). Yields the product OCCC1(CNCCC1)C1=CC(=C(C=C1)Cl)Cl (3-(2-Hydroxyethyl)-3-(3,4-dichlorophenyl)piperidine). Yield: 106.9%. RXN SMILES: Cl.O1CCCCC1[O:8][CH2:9][CH2:10][C:11]1([C:17]2[CH:22]=[CH:21][C:20]([Cl:23])=[C:19]([Cl:24])[CH:18]=2)[CH2:16][CH2:15][CH2:14][NH:13][CH2:12]1>CCOCC.CO.C(OC(C)C)(C)C.CCOCC>[OH:8][CH2:9][CH2:10][C:11]1([C:17]2[CH:22]=[CH:21][C:20]([Cl:23])=[C:19]([Cl:24])[CH:18]=2)[CH2:16][CH2:15][CH2:14][NH:13][CH2:12]1 |f:4.5|. Procedure details: A saturated solution of hydrogen chloride in ether is added to a solution of 55 g of 3-(2-tetrahydropyranyloxyethyl)-3-(3,4-dichlorophenyl)piperidine in 200 ml of methanol until the pH is 1. The mixture is stirred for half an hour at room temperature and concentrated to dryness, the residue is taken up in water, rendered alkaline with a solution of NaOH and extracted with CH2Cl2 and the extract is washed with a saturated solution of NaCl, dried over Na2SO4 and evaporated to dryness to give an oi... Starting materials: Cl.ClC1=CN=NC2=CC(=CC=C12)OC (4-chloro-7-methoxycinnoline hydrochloride), OC=1C=C(N)C=CC1C (3-hydroxy-4-methylaniline). The solvent is CC(CCC)O (2-pentanol). The product is OC=1C=C(NC2=CN=NC3=CC(=CC=C23)OC)C=CC1C (4-(3-hydroxy-4methylanilino)-7-methoxycinnoline), hydrochloride salt. Yield: 80.0%. RXN SMILES: Cl.Cl[C:3]1[C:12]2[C:7](=[CH:8][C:9]([O:13][CH3:14])=[CH:10][CH:11]=2)[N:6]=[N:5][CH:4]=1.[OH:15][C:16]1[CH:17]=[C:18]([CH:20]=[CH:21][C:22]=1[CH3:23])[NH2:19]>CC(O)CCC>[OH:15][C:16]1[CH:17]=[C:18]([CH:20]=[CH:21][C:22]=1[CH3:23])[NH:19][C:3]1[C:12]2[C:7](=[CH:8][C:9]([O:13][CH3:14])=[CH:10][CH:11]=2)[N:6]=[N:5][CH:4]=1 |f:0.1|. Reported procedure: A suspension of 4-chloro-7-methoxycinnoline hydrochloride (196 mg, 0.85 mmol) and 3-hydroxy-4-methylaniline (123 mg, 1 mmol) in 2-pentanol (5 ml) was heated at reflux for 2 hours. After cooling, the solid was filtered off, washed with isopropanol, ether and dried under vacuum to give 4-(3-hydroxy-4methylanilino)-7-methoxycinnoline as the hydrochloride salt (yellow solid, 215 mg, 80%). The reactants are ClC1=CC(=CC=2N1N=C(N2)NC(C2=CN=CC=C2)=O)C(F)(F)F (N-[5-chloro-7-(trifluoromethyl)[1,2,4]triazolo[1,5-a]pyridin-2-yl]nicotinamide), solid, CN (methylamine), solution. Run in CO (MeOH). Product: CNC1=CC(=CC=2N1N=C(N2)NC(C2=CN=CC=C2)=O)C(F)(F)F (N-[5-(methylamino)-7-(trifluoromethyl)[1,2,4]triazolo[1,5-a]pyridin-2-yl]nicotinamide). RXN SMILES: Cl[C:2]1[N:7]2[N:8]=[C:9]([NH:11][C:12](=[O:19])[C:13]3[CH:18]=[CH:17][CH:16]=[N:15][CH:14]=3)[N:10]=[C:6]2[CH:5]=[C:4]([C:20]([F:23])([F:22])[F:21])[CH:3]=1.[CH3:24][NH2:25]>CO>[CH3:24][NH:25][C:2]1[N:7]2[N:8]=[C:9]([NH:11][C:12](=[O:19])[C:13]3[CH:18]=[CH:17][CH:16]=[N:15][CH:14]=3)[N:10]=[C:6]2[CH:5]=[C:4]([C:20]([F:23])([F:22])[F:21])[CH:3]=1. Procedure details: The title compound was prepared following procedure and work up described for example 85 but starting from N-[5-chloro-7-(trifluoromethyl)[1,2,4]triazolo[1,5-a]pyridin-2-yl]nicotinamide ((B7), 50 mg; 0.15 mmol; 1.0 eq.) and methylamine (1.46 mL of a 2M solution in MeOH; 0.73 mmol; 5.0 eq.) as a white solid (15 mg, 30%). HPLC, Rt: 2.47 min. (purity 96.6%). LC/MS, M+(ESI): 337.0, M−(ESI): 335.0.